This data is from the Open Reaction Database (ORD), a public repository of structured organic reaction records. The task is: describe an organic reaction: reactants, conditions, products, and yield Reactants: Cl.NC1=CC=C(C2=CC=CC=C12)O (4-aminonaphth-1-ol hydrochloride salt), S1C(=CC=C1)S(=O)(=O)Cl (thiophene-2-sulfonyl chloride). The solvent is C(C)N(CC)CC (triethylamine). Reaction conditions: time 8 hour. The product is OC1=CC=C(C2=CC=CC=C12)NS(=O)(=O)C=1SC=CC1 (N-(4-hydroxynaphthalen-1-yl)thiophene-2-sulfonamide). RXN SMILES: Cl.[NH2:2][C:3]1[C:12]2[C:7](=[CH:8][CH:9]=[CH:10][CH:11]=2)[C:6]([OH:13])=[CH:5][CH:4]=1.[S:14]1[CH:18]=[CH:17][CH:16]=[C:15]1[S:19](Cl)(=[O:21])=[O:20]>C(N(CC)CC)C>[OH:13][C:6]1[C:7]2[C:12](=[CH:11][CH:10]=[CH:9][CH:8]=2)[C:3]([NH:2][S:19]([C:15]2[S:14][CH:18]=[CH:17][CH:16]=2)(=[O:21])=[O:20])=[CH:4][CH:5]=1 |f:0.1|. Procedure details: 1.957 g 4-aminonaphth-1-ol hydrochloride salt was suspended in 80 ml dichloromethylene, to which at 0° C. was added 3.0 ml triethylamine. The suspension became a dark brown solution. To the solution was added 1.827 g thiophene-2-sulfonyl chloride. The mixture was stirred at r.t. overnight. The reaction mixture was diluted with dichloromethylene to 200 ml and washed with 1N HCl solution (30 ml×3), water (30 ml×3) and brine (30 ml). Dried over MgSO4, the organic phase was filtered and the filtrate...